Dataset: the Open Reaction Database (ORD), a public repository of structured organic reaction records. Task: describe an organic reaction: reactants, conditions, products, and yield As a reaction SMILES: [I-:1].[CH3:2][NH+:3]1[CH:7]=[CH:6][N:5]([CH3:8])[CH:4]1[CH3:9].[OH-].[K+].[CH3:12][N:13]1[CH:17]=[CH:16][CH:15]=[C:14]1[CH:18]=O.O>C(O)C>[I-:1].[CH3:2][NH+:3]1[CH:7]=[CH:6][N:5]([CH3:8])[CH:4]1[CH:9]=[CH:18][C:14]1[N:13]([CH3:12])[CH:17]=[CH:16][CH:15]=1 |f:0.1,2.3,7.8|. Starting materials: [I-].C[NH+]1C(N(C=C1)C)C (1,2,3-trimethyl-1H-imidazolium iodide), 2g, [OH-].[K+] (potassium hydroxide), CN1C(=CC=C1)C=O (N-methylpyrrole-2-carboxaldehyde), O (water). Isolated yield 74.3%. Run in C(C)O (ethanol). Product: [I-].C[NH+]1C(N(C=C1)C)C=CC=1N(C=CC1)C (1,3 -Dimethyl-2-[2-(1-methyl-1H-pyrrol-2-yl)ethenyl]-1H-imidazolium iodide). Procedure: A mixture of 12.0 g of 1,2,3-trimethyl-1H-imidazolium iodide, 2g of potassium hydroxide and 12.0 g of N-methylpyrrole-2-carboxaldehyde in 60 ml of absolute ethanol is refluxed for 15 minutes during which time a precipitate is formed. The mixture is cooled and 10 ml of water is added. The solid is filtered off and crystallized from absolute ethanol to yield 12.3 g of the title compound, melting point 289°-291° C. Reactants: FC1=C(C(=O)NC=2C=C3C(=NC2)N(C(=C3)C)S(=O)(=O)C3=CC=CC=C3)C(=CC=C1NS(=O)(=O)CCC)F (2,6-Difluoro-N-(2-methyl-1-(phenylsulfonyl)-1H-pyrrolo[2,3-b]pyridin-5-yl)-3-(propylsulfonamido)benzamide), C(=O)([O-])[O-].[K+].[K+] (K2CO3). Solvent: CO (MeOH), O (water). Product: FC1=C(C(=O)NC=2C=C3C(=NC2)NC(=C3)C)C(=CC=C1NS(=O)(=O)CCC)F (2,6-difluoro-N-(2-methyl-1H-pyrrolo[2,3-b]pyridin-5-yl)-3-(propylsulfonamido)benzamide). As a reaction SMILES: [F:1][C:2]1[C:29]([NH:30][S:31]([CH2:34][CH2:35][CH3:36])(=[O:33])=[O:32])=[CH:28][CH:27]=[C:26]([F:37])[C:3]=1[C:4]([NH:6][C:7]1[CH:8]=[C:9]2[CH:15]=[C:14]([CH3:16])[N:13](S(C3C=CC=CC=3)(=O)=O)[C:10]2=[N:11][CH:12]=1)=[O:5].C([O-])([O-])=O.[K+].[K+]>CO.O>[F:1][C:2]1[C:29]([NH:30][S:31]([CH2:34][CH2:35][CH3:36])(=[O:32])=[O:33])=[CH:28][CH:27]=[C:26]([F:37])[C:3]=1[C:4]([NH:6][C:7]1[CH:8]=[C:9]2[CH:15]=[C:14]([CH3:16])[NH:13][C:10]2=[N:11][CH:12]=1)=[O:5] |f:1.2.3|. Reported procedure: 2,6-Difluoro-N-(2-methyl-1-(phenylsulfonyl)-1H-pyrrolo[2,3-b]pyridin-5-yl)-3-(propylsulfonamido)benzamide (0.379 g, 0.691 mmol) was dissolved in MeOH (6 mL) and water (2 mL). K2CO3 (1.91 g, 13.8 mmol) was added, and the reaction mixture was stirred at reflux overnight. The solution was partitioned between water and EtOAc. The organic layer was washed with water (3×), brine, dried over Na2SO4 and concentrated to a solid. The solid was triturated with DCM to provide 2,6-difluoro-N-(2-methyl-1H-pyr... The product is NN1NC(Cl)=C[SH](c2ccco2)N1. Starting materials: ClC1=C[SH](c2ccco2)NN(Cl)N1, N, C1CCOC1. Reaction SMILES: [Cl:2][N:3]1[NH:4][SH:5]([c:10]2[o:11][cH:12][cH:13][cH:14]2)[CH:6]=[C:7]([Cl:9])[NH:8]1.[NH3:1].[O:15]1[CH2:16][CH2:17][CH2:18][CH2:19]1>>[NH2:1][N:3]1[NH:4][SH:5]([c:10]2[o:11][cH:12][cH:13][cH:14]2)[CH:6]=[C:7]([Cl:9])[NH:8]1. Product: CCCCCCN1CCC(C)(c2cccc(-c3cnco3)c2)C(C)C1. Reactants: [Al+3], CCCCCC(=O)N1CCC(C)(c2cccc(-c3cnco3)c2)C(C)C1, [H-], [H-], [H-], [H-], [Li+], C1CCOC1. RXN SMILES: [Al+3:28].[C:1]([CH2:2][CH2:3][CH2:4][CH2:5][CH3:6])(=[O:7])[N:8]1[CH2:9][CH:10]([CH3:26])[C:11]([c:14]2[cH:15][c:16](-[c:20]3[cH:21][n:22][cH:23][o:24]3)[cH:17][cH:18][cH:19]2)([CH3:25])[CH2:12][CH2:13]1.[H-:27].[H-:30].[H-:31].[H-:32].[Li+:29].[O:33]1[CH2:34][CH2:35][CH2:36][CH2:37]1>>[CH2:1]([CH2:2][CH2:3][CH2:4][CH2:5][CH3:6])[N:8]1[CH2:9][CH:10]([CH3:26])[C:11]([c:14]2[cH:15][c:16](-[c:20]3[cH:21][n:22][cH:23][o:24]3)[cH:17][cH:18][cH:19]2)([CH3:25])[CH2:12][CH2:13]1. Reactants: FC1=CC=C(C=C1)C=1N=NN(C1)C[Si](C)(C)C (4-(4-fluoro-phenyl)-1-trimethylsilanylmethyl-1H-[1,2,3]triazole), O (water), O (water), [F-].C(CCC)[N+](CCCC)(CCCC)CCCC (tetrabutylammonium fluoride). Solvent: C1CCOC1 (THF). Conditions: temperature 0 celsius, time 1 hour. Yields the product FC1=CC=C(C=C1)C=1N=NN(C1)C (4-(4-Fluoro-phenyl)-1-methyl-1H-[1,2,3]triazole). Yield: 98.2%. Reaction SMILES: [F:1][C:2]1[CH:7]=[CH:6][C:5]([C:8]2[N:9]=[N:10][N:11]([CH2:13][Si](C)(C)C)[CH:12]=2)=[CH:4][CH:3]=1.O.[F-].C([N+](CCCC)(CCCC)CCCC)CCC>C1COCC1>[F:1][C:2]1[CH:3]=[CH:4][C:5]([C:8]2[N:9]=[N:10][N:11]([CH3:13])[CH:12]=2)=[CH:6][CH:7]=1 |f:2.3|. Procedure: To a solution of 4-(4-fluoro-phenyl)-1-trimethylsilanylmethyl-1H-[1,2,3]triazole (5.80 g, 23 mmol) in THF (85 mL) was added water (840 μL, 47 mmol) and then tetrabutylammonium fluoride (1 M in THF, 27.9 mL, 28 mmol) was added dropwise at 0° C. The reaction mixture was stirred at 0° C. for 1 h. The resulting mixture was poured into water and then the THF was evaporated. The aqueous layer was then extracted with ethyl acetate and the combined organic extracts washed with brine, dried over sodium s... Reactants: O (water), C(C)OCC (diethyl ether), COC(C)(OC1=CC=C(C=C1)C1=CC=CC=C1)OC (dimethoxy-2-(4-biphenyloxy)ethane), Cl (hydrochloric acid). The solvent is O1CCCC1 (tetrahydrofuran), [Cl-].[Na+].O (brine). Conditions: time 8 hour. The product is C1(=CC=C(C=C1)OCC=O)C1=CC=CC=C1 (4-Biphenyloxyacetaldehyde). As a reaction SMILES: CO[C:3](OC)([O:5][C:6]1[CH:11]=[CH:10][C:9]([C:12]2[CH:17]=[CH:16][CH:15]=[CH:14][CH:13]=2)=[CH:8][CH:7]=1)[CH3:4].O.Cl.C([O:24]CC)C>O1CCCC1.[Cl-].[Na+].O>[C:9]1([C:12]2[CH:13]=[CH:14][CH:15]=[CH:16][CH:17]=2)[CH:8]=[CH:7][C:6]([O:5][CH2:3][CH:4]=[O:24])=[CH:11][CH:10]=1 |f:5.6.7|. Procedure: The acetal from Step 1 (2.10 g) was dissolved in 10 mL of tetrahydrofuran and 1 mL of distilled water was added to the yellow solution, followed by 1 mL of concentrated hydrochloric acid. This mixture was stirred rapidly overnight, then a small amount of saturated aqueous brine solution was added to the reaction mixture, followed by 50 mL of diethyl ether. The organics were extracted into the ether layer and the aqueous layer was washed twice more with diethyl ether. The ether layers were combin... The reactants are [OH-].[Na+] (NaOH), C(C)(C)(C)OC(=O)N(C1=[N+](C=C(C=C1)CC(=O)OC)[O-])CCNC(=O)OC(C)(C)C (2-(tert-butoxycarbonyl(2-(tert-butoxycarbonylamino)ethyl)amino)-5-(2-methoxy-2-oxoethyl)pyridine 1-oxide), Cl (HCl). Solvent: CO.C1CCOC1 (MeOH THF). Conditions: time 8 hour. The product is C(C)(C)(C)OC(=O)N(C1=[N+](C=C(C=C1)CC(=O)O)[O-])CCNC(=O)OC(C)(C)C (2-(tert-butoxycarbonyl(2-(tert-butoxycarbonylamino)ethyl)amino)-5-(carboxymethyl)pyridine 1-oxide). RXN SMILES: [C:1]([O:5][C:6]([N:8]([CH2:21][CH2:22][NH:23][C:24]([O:26][C:27]([CH3:30])([CH3:29])[CH3:28])=[O:25])[C:9]1[CH:14]=[CH:13][C:12]([CH2:15][C:16]([O:18]C)=[O:17])=[CH:11][N+:10]=1[O-:20])=[O:7])([CH3:4])([CH3:3])[CH3:2].[OH-].[Na+].Cl>CO.C1COCC1>[C:1]([O:5][C:6]([N:8]([CH2:21][CH2:22][NH:23][C:24]([O:26][C:27]([CH3:30])([CH3:29])[CH3:28])=[O:25])[C:9]1[CH:14]=[CH:13][C:12]([CH2:15][C:16]([OH:18])=[O:17])=[CH:11][N+:10]=1[O-:20])=[O:7])([CH3:3])([CH3:4])[CH3:2] |f:1.2,4.5|. Procedure details: To 2-(tert-butoxycarbonyl(2-(tert-butoxycarbonylamino)ethyl)amino)-5-(2-methoxy-2-oxoethyl)pyridine 1-oxide from step 4 in a mixture of MeOH/THF (20 mL, 1:1) was added 1 N NaOH. The reaction mixture was stirred at room temperature overnight. 1N HCl was added to acidify the solution to pH 4. The aqueous phase was extracted with EtOAc (3×). The combined organic phases were dried and concentrated. The residue was then purified by reverse phase chromatography to afford the product (1.4 g).